Task: describe an organic reaction: reactants, conditions, products, and yield. Dataset: the Open Reaction Database (ORD), a public repository of structured organic reaction records The reactants are C1(CCCCCCC1)C=O (cyclooctanecarboxaldehyde), C(C1=CC=CC=C1)OC(C1=CC(=CC=C1)N)=O (3-amino-benzoic acid benzyl ester), C(C1=CC=CC=C1)OC(C1=C(C=CC(=C1)N)C)=O (5-amino-2-methyl-benzoic acid benzyl ester), O.O1CCOCC1 (water dioxan), C1(CCCCCCC1)=O (cyclooctanone), C1(CCCCC1)C=O (cyclohexanecarboxaldehyde), CNC[C@H](O)[C@@H](O)[C@H](O)[C@H](O)CO (N-methyl-D-glucamine). The solvent is O (H2O). The product is C12(CC3CC(CC(C1)C3)C2)OCC2=C(N=C(N2)C2CCCCCCC2)C(=O)NC=2C=CC(=C(C(=O)O)C2)C (5-{[5-(Adamantan-1-yloxymethyl)-2-cyclooctyl-1H-imidazole-4-carbonyl]-amino}-2-methyl-benzoic Acid). RXN SMILES: [CH:1]1([CH:9]=O)[CH2:8][CH2:7][CH2:6][CH2:5][CH2:4][CH2:3][CH2:2]1.[C:11]1(=O)[CH2:18]CCCCC[CH2:12]1.[CH:20]1([CH:26]=O)[CH2:25][CH2:24][CH2:23][CH2:22][CH2:21]1.C([O:35][C:36](=[O:45])[C:37]1[CH:42]=[C:41]([NH2:43])[CH:40]=[CH:39][C:38]=1[CH3:44])C1C=CC=CC=1.C(OC(=O)C1C=CC=C([NH2:61])C=1)C1C=CC=CC=1.C[NH:64][CH2:65][C@@H:66]([C@H]([C@@H]([C@@H](CO)O)O)O)[OH:67].O.[O:77]1[CH2:82][CH2:81]OCC1>O>[C:20]12([O:67][CH2:66][C:65]3[NH:64][C:9]([CH:1]4[CH2:2][CH2:3][CH2:4][CH2:5][CH2:6][CH2:7][CH2:8]4)=[N:61][C:81]=3[C:82]([NH:43][C:41]3[CH:40]=[CH:39][C:38]([CH3:44])=[C:37]([CH:42]=3)[C:36]([OH:35])=[O:45])=[O:77])[CH2:21][CH:22]3[CH2:23][CH:24]([CH2:18][CH:11]([CH2:12]3)[CH2:26]1)[CH2:25]2 |f:6.7|. Procedure details: The title compound was prepared according to the procedure of Example 216, with the modification that cyclooctanecarboxaldehyde (prepared from cyclooctanone according to the procedure given in Example 205, steps a and b) was used in step d instead of cyclohexanecarboxaldehyde and 5-amino-2-methyl-benzoic acid benzyl ester replaced 3-amino-benzoic acid benzyl ester in step f. 1H NMR (300 MHz, d6-DMSO) 12.40 (1H, br s), 12.10 (1H, br s), 9.55 (1H, br s), 8.29 (1H, s), 7.78 (1H, d), 7.20 (1H, d), 4... Reactants: O=C([O-])[O-], CN(C)C=O, O=C(Cn1ccc(=S)cc1)OC(c1ccccc1)c1ccccc1, O=C(CCl)OC(c1ccccc1)c1ccccc1, [K+], [K+], Oc1ccncc1. Yields the product O=C(Cn1ccc(=O)cc1)OC(c1ccccc1)c1ccccc1. As a reaction SMILES: [C:50](=[O:51])([O-:52])[O-:53].[CH3:56][N:57]([CH3:58])[CH:59]=[O:60].[CH:1]([c:2]1[cH:3][cH:4][cH:5][cH:6][cH:7]1)([c:8]1[cH:9][cH:10][cH:11][cH:12][cH:13]1)[O:14][C:15](=[O:16])[CH2:17][n:18]1[cH:19][cH:20][c:21](=[S:24])[cH:22][cH:23]1.[Cl:25][CH2:26][C:27](=[O:28])[O:29][CH:30]([c:31]1[cH:32][cH:33][cH:34][cH:35][cH:36]1)[c:37]1[cH:38][cH:39][cH:40][cH:41][cH:42]1.[K+:54].[K+:55].[OH:43][c:44]1[cH:45][cH:46][n:47][cH:48][cH:49]1>>[CH:1]([c:2]1[cH:3][cH:4][cH:5][cH:6][cH:7]1)([c:8]1[cH:9][cH:10][cH:11][cH:12][cH:13]1)[O:14][C:15](=[O:16])[CH2:17][n:18]1[cH:19][cH:20][c:21](=[O:28])[cH:22][cH:23]1.